From a dataset of the Open Reaction Database (ORD), a public repository of structured organic reaction records. describe an organic reaction: reactants, conditions, products, and yield Starting materials: CN(C)c1nc(NCC2CCC(CNC(=O)OC(C)(C)C)CC2)nc2ccccc12, CCOC(C)=O, Cl, [Na+], O=C([O-])O. The product is CN(C)c1nc(NCC2CCC(CN)CC2)nc2ccccc12. RXN SMILES: [C:1]([O:2][C:3](=[O:4])[NH:7][CH2:8][CH:9]1[CH2:10][CH2:11][CH:12]([CH2:15][NH:16][c:17]2[n:18][c:19]3[cH:20][cH:21][cH:22][cH:23][c:24]3[c:25]([N:27]([CH3:28])[CH3:29])[n:26]2)[CH2:13][CH2:14]1)([CH3:5])([CH3:6])[CH3:30].[CH3:37][CH2:38][O:39][C:40]([CH3:41])=[O:42].[ClH:31].[Na+:36].[O-:32][C:33]([OH:34])=[O:35]>>[NH2:7][CH2:8][CH:9]1[CH2:10][CH2:11][CH:12]([CH2:15][NH:16][c:17]2[n:18][c:19]3[cH:20][cH:21][cH:22][cH:23][c:24]3[c:25]([N:27]([CH3:28])[CH3:29])[n:26]2)[CH2:13][CH2:14]1. The reactants are BrCCCCCCCCCCCCBr (1, 12-dibromododecane), ClC(C(=O)O)Cl (dichloroacetic acid). The product is BrCCCCCCCCCCCCC(C(=O)O)(Cl)Cl (14-Bromo-2,2-dichlorotetradecanoic acid). As a reaction SMILES: Br[CH2:2][CH2:3][CH2:4][CH2:5][CH2:6][CH2:7][CH2:8][CH2:9][CH2:10][CH2:11][CH2:12][CH2:13][Br:14].[Cl:15][CH:16]([Cl:20])[C:17]([OH:19])=[O:18]>>[Br:14][CH2:13][CH2:12][CH2:11][CH2:10][CH2:9][CH2:8][CH2:7][CH2:6][CH2:5][CH2:4][CH2:3][CH2:2][C:16]([Cl:20])([Cl:15])[C:17]([OH:19])=[O:18]. Procedure: Analogously to example 1 from 50.0 g (152 mmol) 1, 12-dibromododecane and 39.3 g (305 mmol) dichloroacetic acid. Yield 11.9 g (21%), melting point 59-60° C. Starting materials: CN1CCN(c2ccc(OC(F)(F)F)c(N)c2)CC1, Cl, N#CN, O. Product: CN1CCN(c2ccc(OC(F)(F)F)c(NC(=N)N)c2)CC1. As a reaction SMILES: [CH3:1][N:2]1[CH2:3][CH2:4][N:5]([c:8]2[cH:9][cH:10][c:11]([O:15][C:16]([F:17])([F:18])[F:19])[c:12]([NH2:14])[cH:13]2)[CH2:6][CH2:7]1.[ClH:23].[NH2:20][C:21]#[N:22].[OH2:24]>>[CH3:1][N:2]1[CH2:3][CH2:4][N:5]([c:8]2[cH:9][cH:10][c:11]([O:15][C:16]([F:17])([F:18])[F:19])[c:12]([NH:14][C:21](=[NH:20])[NH2:22])[cH:13]2)[CH2:6][CH2:7]1. Reactants: C(C)(=O)OCC (ethyl acetate), O (water), C(=O)(C(F)(F)F)O (TFA), NC1=NOC2=C1C=CC(=C2)C2=CC(=C(C[C@H]1C(N(CC1)N1CCC(CC1)O[Si](C(C)C)(C(C)C)C(C)C)=O)C(=C2)Cl)Cl ((R)-3-[4-(3-amino-benzo[d]isoxazol-6-yl)-2,6-dichloro-benzyl]-1-(4-triisopropylsilanyloxy-piperidin-1-yl)-pyrrolidin-2-one). Run in C1CCOC1 (THF). Conditions: time 5 hour. The product is NC1=NOC2=C1C=CC(=C2)C2=CC(=C(C[C@H]1C(N(CC1)N1CCC(CC1)O)=O)C(=C2)Cl)Cl ((R)-3-[4-(3-Amino-benzo[d]isoxazol-6-yl)-2,6-dichloro-benzyl]-1-(4-hydroxy-piperidin-1-yl)-pyrrolidin-2-one). Yield: 86.7%. As a reaction SMILES: O.C(O)(C(F)(F)F)=O.[NH2:9][C:10]1[C:14]2[CH:15]=[CH:16][C:17]([C:19]3[CH:48]=[C:47]([Cl:49])[C:22]([CH2:23][C@@H:24]4[CH2:28][CH2:27][N:26]([N:29]5[CH2:34][CH2:33][CH:32]([O:35][Si](C(C)C)(C(C)C)C(C)C)[CH2:31][CH2:30]5)[C:25]4=[O:46])=[C:21]([Cl:50])[CH:20]=3)=[CH:18][C:13]=2[O:12][N:11]=1.C(OCC)(=O)C>C1COCC1>[NH2:9][C:10]1[C:14]2[CH:15]=[CH:16][C:17]([C:19]3[CH:48]=[C:47]([Cl:49])[C:22]([CH2:23][C@@H:24]4[CH2:28][CH2:27][N:26]([N:29]5[CH2:34][CH2:33][CH:32]([OH:35])[CH2:31][CH2:30]5)[C:25]4=[O:46])=[C:21]([Cl:50])[CH:20]=3)=[CH:18][C:13]=2[O:12][N:11]=1. Procedure: Add water (3 mL) and TFA (1 mL) to (R)-3-[4-(3-amino-benzo[d]isoxazol-6-yl)-2,6-dichloro-benzyl]-1-(4-triisopropylsilanyloxy-piperidin-1-yl)-pyrrolidin-2-one (0.095 g) in THF (3 mL). Stir the mixture at room temperature for 5 hours. Dilute the reaction with ethyl acetate, wash with sodium bicarbonate (sat. solution), separate the organic layer, dry over sodium sulfate, filter and concentrate. Purify the residue on silica gel column by using ethyl acetate first, then switch to 5% methanol in dich...